describe an organic reaction: reactants, conditions, products, and yield From a dataset of the Open Reaction Database (ORD), a public repository of structured organic reaction records. Reactants: Cl (hydrochloric acid), OC=1C(=C(C#N)C=CC1)C (3-hydroxy-2-methylbenzonitrile), [Cl-].[Mg+2].[Cl-] (magnesium chloride), C=O (paraformaldehyde). Solvent: C1CCOC1 (THF), C(C)N(CC)CC (triethylamine). Yields the product C(=O)C1=C(C(=C(C#N)C=C1)C)O (4-formyl-3-hydroxy-2-methylbenzonitrile). Yield: 15.3%. RXN SMILES: [OH:1][C:2]1[C:3]([CH3:10])=[C:4]([CH:7]=[CH:8][CH:9]=1)[C:5]#[N:6].[Cl-].[Mg+2].[Cl-].[CH2:14]=[O:15].Cl>C1COCC1.C(N(CC)CC)C>[CH:14]([C:9]1[CH:8]=[CH:7][C:4]([C:5]#[N:6])=[C:3]([CH3:10])[C:2]=1[OH:1])=[O:15] |f:1.2.3|. Reported procedure: To a solution of 3-hydroxy-2-methylbenzonitrile (7.00 g) in THF (100 mL) were added triethylamine (13.1 g), magnesium chloride (12.4 g) and paraformaldehyde (6.60 g), and the mixture was heated with reflux for 16 hr under nitrogen atmosphere. The reaction mixture was poured into 1N hydrochloric acid, and the mixture was extracted with ethyl acetate. The organic layer was dried over anhydrous sodium sulfate, and the solvent was evaporated under reduced pressure. The residue was purified by flash ... Reactants: BrC1=CC=C(C=C1)N1CCC(CC1)OCC(=O)OC(C)(C)C (tert-butyl 2-(1-(4-bromophenyl)piperidin-4-yloxy)acetate), [H-].[Al+3].[Li+].[H-].[H-].[H-] (lithium aluminum hydride). Solvent: C1CCOC1 (THF). Run at time 2 hour. Product: BrC1=CC=C(C=C1)N1CCC(CC1)OCCO (2-(1-(4-bromophenyl) piperidin-4-yloxy)ethanol). The yield is 86.7%. RXN SMILES: [Br:1][C:2]1[CH:7]=[CH:6][C:5]([N:8]2[CH2:13][CH2:12][CH:11]([O:14][CH2:15][C:16](OC(C)(C)C)=[O:17])[CH2:10][CH2:9]2)=[CH:4][CH:3]=1.[H-].[Al+3].[Li+].[H-].[H-].[H-]>C1COCC1>[Br:1][C:2]1[CH:3]=[CH:4][C:5]([N:8]2[CH2:9][CH2:10][CH:11]([O:14][CH2:15][CH2:16][OH:17])[CH2:12][CH2:13]2)=[CH:6][CH:7]=1 |f:1.2.3.4.5.6|. Procedure details: To a stirred solution of tert-butyl 2-(1-(4-bromophenyl)piperidin-4-yloxy)acetate (3.08 g, 8.3 mmol) in THF (20 mL) at −10° C. under nitrogen was added lithium aluminum hydride (0.57 g, 15 mmol). After 2 hours, the reaction mixture was quenched by sequential addition of water (0.6 mL), 15 percent aqueous sodium hydroxide solution (1.8 mL) and water (0.6 mL). The resulting mixture was filtered and concentrated under vacuum to provide the crude 2-(1-(4-bromophenyl) piperidin-4-yloxy)ethanol 2.16 g...